This data is from the Open Reaction Database (ORD), a public repository of structured organic reaction records. The task is: describe an organic reaction: reactants, conditions, products, and yield Solvent: C(C)O (ethanol). Procedure: 0.35 g of 5% palladium on charcoal as catalyst was added to 6.5 g of ethyl 3-isopropyl-5-bicycloheptene-2-carboxylate (mixture of isomers obtained according to Example 5) dissolved in 30 ml of ethanol, after which the mixture was hydrogenated at 20° C. for 1 hour under a hydrogen pressure of 100 kPa. The catalyst was then filtered off, the filtrate evaporated down and the evaporation residue distilled. 5.7 g were obtained of the desired compound as a mixture of endo- and exo-isomer. b.p.: 89° C.... Conditions: time 1 hour. Starting materials: C(C)(C)C1C(C2C=CC1C2)C(=O)OCC (ethyl 3-isopropyl-5-bicyclo[2.2.1]heptene-2-carboxylate). RXN SMILES: [CH:1]([CH:4]1[CH:9]2[CH2:10][CH:6]([CH:7]=[CH:8]2)[CH:5]1[C:11]([O:13][CH2:14][CH3:15])=[O:12])([CH3:3])[CH3:2]>[Pd].C(O)C>[CH:1]([CH:4]1[CH:9]2[CH2:10][CH:6]([CH2:7][CH2:8]2)[CH:5]1[C:11]([O:13][CH2:14][CH3:15])=[O:12])([CH3:3])[CH3:2]. Yields the product C(C)(C)C1C(C2CCC1C2)C(=O)OCC (ethyl 3-isopropylbicyclo[2.2.1]heptane-2-carboxylate). Reagents/catalysts: [Pd] (palladium on charcoal). The reactants are ClC1=C2[C@H](C([C@@H](NC2=CC(=C1)Cl)OC)=C=O)NC(=O)CC1=CC=CC=C1 (trans-5,7-dichloro-2-methoxy-carbonyl-4-phenylmethylcarbonylamino-1,2,3,4-tetrahydroquinoline), [OH-].[Li+] (lithium hydroxide), solution, O1CCCC1 (tetrahydrofuran). The solvent is O (water). Conditions: time 3 hour. Yields the product C(=O)(O)[C@@H]1NC2=CC(=CC(=C2[C@H](C1)NC(=O)CC1=CC=CC=C1)Cl)Cl (Trans-2-carboxy-5,7-dichloro-4-phenylmethylcarbonylamino-1,2,3,4-tetrahydroquinoline). RXN SMILES: [Cl:1][C:2]1[CH:11]=[C:10]([Cl:12])[CH:9]=[C:8]2[C:3]=1[C@@H:4]([NH:17][C:18]([CH2:20][C:21]1[CH:26]=[CH:25][CH:24]=[CH:23][CH:22]=1)=[O:19])[C:5](=C=O)[C@H:6](OC)[NH:7]2.[OH-:27].[Li+].[O:29]1[CH2:33]CCC1>O>[C:33]([C@H:6]1[CH2:5][C@H:4]([NH:17][C:18]([CH2:20][C:21]2[CH:22]=[CH:23][CH:24]=[CH:25][CH:26]=2)=[O:19])[C:3]2[C:8](=[CH:9][C:10]([Cl:12])=[CH:11][C:2]=2[Cl:1])[NH:7]1)([OH:29])=[O:27] |f:1.2|. Reported procedure: To a suspension of trans-5,7-dichloro-2-methoxy-carbonyl-4-phenylmethylcarbonylamino-1,2,3,4-tetrahydroquinoline (3.11 g, 7.89 mmol) in a mixture of tetrahydrofuran (100 ml) and water (50 ml) was added aqueous lithium hydroxide (17.4 ml of a 0.5M solution, 8.70 mmol) and the resulting mixture was stirred at room temperture for 3 h. The organic solvent was removed in vacuo and the aqueous residue was acidified with concentrated hydrochloric acid and extracted with ethyl acetate (2×100 ml). The co... The reactants are ClC1=C(C=CC(=C1)OC1=CC=C(C(C(=O)O)=C1)O)C(F)(F)F (5-[(2-chloro-α,α,α-trifluoro-p-tolyl)oxy]salicylic acid), C (charcoal), Cl (hydrogen chloride), [OH-].[NH4+] (ammonium hydroxide). Solvent: CO (methanol), CO.O (methanol water). Conditions: time 8 hour. Yields the product ClC1=C(C=CC(=C1)OC1=CC=C(C(C(=O)OC)=C1)O)C(F)(F)F (Methyl 5-[(2-chloro-α,α,α-trifluoro-p-tolyl)oxy]salicylate). RXN SMILES: [Cl:1][C:2]1[CH:7]=[C:6]([O:8][C:9]2[CH:17]=[C:13]([C:14]([OH:16])=[O:15])[C:12]([OH:18])=[CH:11][CH:10]=2)[CH:5]=[CH:4][C:3]=1[C:19]([F:22])([F:21])[F:20].Cl.[OH-].[NH4+].[CH4:26]>CO.CO.O>[Cl:1][C:2]1[CH:7]=[C:6]([O:8][C:9]2[CH:17]=[C:13]([C:14]([O:16][CH3:26])=[O:15])[C:12]([OH:18])=[CH:11][CH:10]=2)[CH:5]=[CH:4][C:3]=1[C:19]([F:20])([F:21])[F:22] |f:2.3,6.7|. Reported procedure: A chilled solution of 5-[(2-chloro-α,α,α-trifluoro-p-tolyl)oxy]salicylic acid (148 g, 0.45 mol) in methanol is saturated with hydrogen chloride gas, warmed to and held at room temperature overnight and poured onto ice. The aqueous mixture is adjusted to about pH 7.5 with concentrated ammonium hydroxide solution and extracted with methylene chloride. The combined organic extracts are washed with saturated sodium bicarbonate solution, dried over anhydrous sodium sulfate, treated with 10 g of silic... The reactants are ClCCN1CCCC1, [K+], [K+], N#CC1(c2ccc(OCCCN3CCCC3)cc2)CCOCC1, O=C([O-])[O-], CN(C)C=O. The product is N#CC1(c2ccc(OCCN3CCCC3)cc2)CCOCC1. Reaction SMILES: [Cl:24][CH2:25][CH2:26][N:27]1[CH2:28][CH2:29][CH2:30][CH2:31]1.[K+:32].[K+:33].[N:1]1([CH2:2][CH2:7][CH2:8][O:9][c:10]2[cH:11][cH:12][c:13]([C:16]3([C:22]#[N:23])[CH2:17][CH2:18][O:19][CH2:20][CH2:21]3)[cH:14][cH:15]2)[CH2:3][CH2:4][CH2:5][CH2:6]1.[O-:34][C:35]([O-:36])=[O:37].[O:38]=[CH:39][N:40]([CH3:41])[CH3:42]>>[CH2:7]([CH2:8][O:9][c:10]1[cH:11][cH:12][c:13]([C:16]2([C:22]#[N:23])[CH2:17][CH2:18][O:19][CH2:20][CH2:21]2)[cH:14][cH:15]1)[N:27]1[CH2:28][CH2:29][CH2:30][CH2:31]1. Reactants: 1/2, [C@@H]([C@H](C(=O)[O-])O)(C(=O)[O-])O.[Na+].[K+] (Rochelle's salt), C(C)[Si](O[C@@H]([C@H]([C@H]1[C@](CO)(C)O1)C)CCC)(CC)CC ((2R,3S,4S,5R)-5-(Triethylsilyloxy)-2,3-epoxy-2,4-dimethyl-1-octanol), C(CCC)[Li] (n-butyllithium), [I-].[I-].[Sm+2] (samarium diiodide). Run in O (H2O), CCOCC (Et2O), C1CCOC1 (THF). Conditions: temperature 25 celsius, time 15 minute. Product: C(C)[Si](O[C@@H]([C@H]([C@@H]([C@@H](C=O)C)O)C)CCC)(CC)CC ((2S,3S,4S,5R)-5-(Triethylsilyloxy)-3-hydroxy-2,4-dimethyloctanal). Reaction SMILES: [CH2:1]([Si:3]([CH2:19][CH3:20])([CH2:17][CH3:18])[O:4][C@H:5]([CH2:14][CH2:15][CH3:16])[C@@H:6]([CH3:13])[C@@H:7]1[O:12][C@:8]1([CH3:11])[CH2:9][OH:10])[CH3:2].C([Li])CCC.[I-].[I-].[Sm+2].[C@H](O)(C([O-])=O)[C@@H](O)C([O-])=O.[Na+].[K+]>C1COCC1.O.CCOCC>[CH2:19]([Si:3]([CH2:1][CH3:2])([CH2:17][CH3:18])[O:4][C@H:5]([CH2:14][CH2:15][CH3:16])[C@@H:6]([CH3:13])[C@H:7]([OH:12])[C@H:8]([CH3:11])[CH:9]=[O:10])[CH3:20] |f:2.3.4,5.6.7|. Reported procedure: (2R,3S,4S,5R)-5-(Triethylsilyloxy)-2,3-epoxy-2,4-dimethyl-1-octanol (21.0 mg, 69.4 μmol) in 300 μl of THF at 0° C. was deprotonated with 1.05 eq of n-butyllithium. After 15 min, 0.1M samarium diiodide (764 μmol, 1.1 eq) was added and the reaction was allowed to warm to 25° C. over night. Then 1 ml of 1/2 saturated Rochelle's salt was added, stirred an additional 1 h, and poured onto 5 ml of Et2O and 1 ml of H2O. The layers were separated, extracted with ether (3×5 ml), washed with 5% NaHCO3 (2×1...